This data is from the Open Reaction Database (ORD), a public repository of structured organic reaction records. The task is: describe an organic reaction: reactants, conditions, products, and yield Reactants: C=CC(=O)OCCCC, CC(C)(C)OOC(=O)c1ccccc1, CC(=O)O, CS(C)=O, CCOCC, CC(C)[Si](C(C)C)(C(C)C)n1cccc1, CC(=O)[O-], CC(=O)[O-], C1COCCO1, O, [Pd+2]. RXN SMILES: [C:1]([CH:2]=[CH2:3])(=[O:4])[O:5][CH2:6][CH2:7][CH2:8][CH3:9].[C:25]([O:26][O:27][C:28]([CH3:29])([CH3:30])[CH3:31])(=[O:32])[c:33]1[cH:34][cH:35][cH:36][cH:37][cH:38]1.[C:49]([OH:50])(=[O:51])[CH3:52].[CH3:39][S:40]([CH3:41])=[O:42].[CH3:53][CH2:54][O:55][CH2:56][CH3:57].[CH:10]([CH3:11])([CH3:12])[Si:13]([n:14]1[cH:15][cH:16][cH:17][cH:18]1)([CH:19]([CH3:20])[CH3:21])[CH:22]([CH3:23])[CH3:24].[O-:60][C:61]([CH3:62])=[O:63].[O-:64][C:65]([CH3:66])=[O:67].[O:43]1[CH2:44][CH2:45][O:46][CH2:47][CH2:48]1.[OH2:58].[Pd+2:59]>>[C:1]([CH:2]=[CH:3][c:16]1[cH:15][n:14]([Si:13]([CH:10]([CH3:11])[CH3:12])([CH:19]([CH3:20])[CH3:21])[CH:22]([CH3:23])[CH3:24])[cH:18][cH:17]1)(=[O:4])[O:5][CH2:6][CH2:7][CH2:8][CH3:9]. Product: CCCCOC(=O)C=Cc1ccn([Si](C(C)C)(C(C)C)C(C)C)c1. Reactants: [H-].[Al+3].[Li+].[H-].[H-].[H-] (lithium aluminum hydride), CC1(OC2=C(C1)C(=C(C=C2C)C=O)C)C (2,3-dihydro-2,2,4,7-tetramethylbenzofuran-5-carboxaldehyde), [Al+3].[Cl-].[Cl-].[Cl-] (AlCl3), [Al+3].[Cl-].[Cl-].[Cl-] (AlCl3). The solvent is C(C)OCC (diethyl ether), C(C)OCC (diethyl ether). Conditions: time 30 minute. Product: CC1(OC2=C(C1)C(=C(C=C2C)C)C)C (2,3-dihydro-2,2,4,5,7-pentamethylbenzofuran). The yield is 88.2%. Reaction SMILES: [H-].[Al+3].[Li+].[H-].[H-].[H-].[Al+3].[Cl-].[Cl-].[Cl-].[CH3:11][C:12]1([CH3:25])[CH2:16][C:15]2[C:17]([CH3:24])=[C:18]([CH:22]=O)[CH:19]=[C:20]([CH3:21])[C:14]=2[O:13]1>C(OCC)C>[CH3:11][C:12]1([CH3:25])[CH2:16][C:15]2[C:17]([CH3:24])=[C:18]([CH3:22])[CH:19]=[C:20]([CH3:21])[C:14]=2[O:13]1 |f:0.1.2.3.4.5,6.7.8.9|. Procedure: To a suspension of 9.75 g of lithium aluminum hydride in 200 ml of absolute diethyl ether was added 34.27 g of AlCl3 and added dropwise a mixture of 42 g of the 2,3-dihydro-2,2,4,7-tetramethylbenzofuran-5-carboxaldehyde and 27.4 g of AlCl3 in 100 ml of absolute diethyl ether. After stirring for 30 minutes, the reaction mixture was quenched with 10 ml of ethyl acetate and added with 100 ml of water and 100 ml of 2N aqueous solution of hydrochloric acid. The organic extract was dried over anhydrou... Reactants: CCOC(=O)CC1OB(O)c2cc(Oc3ccc(CN)nn3)cc(C)c21, C1CCOC1, Cl, [Li+], [OH-], O, O. The product is Cc1cc(Oc2ccc(CN)nn2)cc2c1C(CC(=O)O)OB2O. Reaction SMILES: [CH2:1]([CH3:2])[O:3][C:4]([CH2:5][CH:6]1[c:7]2[c:8]([cH:12][c:13]([O:17][c:18]3[n:19][n:20][c:21]([CH2:24][NH2:25])[cH:22][cH:23]3)[cH:14][c:15]2[CH3:16])[B:9]([OH:11])[O:10]1)=[O:26].[CH2:30]1[O:31][CH2:32][CH2:33][CH2:34]1.[ClH:29].[Li+:28].[OH-:27].[OH2:35].[OH2:36]>>[O:3]=[C:4]([CH2:5][CH:6]1[c:7]2[c:8]([cH:12][c:13]([O:17][c:18]3[n:19][n:20][c:21]([CH2:24][NH2:25])[cH:22][cH:23]3)[cH:14][c:15]2[CH3:16])[B:9]([OH:11])[O:10]1)[OH:26].